This data is from the Open Reaction Database (ORD), a public repository of structured organic reaction records. The task is: describe an organic reaction: reactants, conditions, products, and yield The reactants are CNCCC1=CC(=C(C(=C1)OC)OC)OC (N-methyl-3,4,5-trimethoxybenzeneethanamine), C(C)C1OC1CC (2,3-diethyloxirane), CO (methanol). Product: COC=1C=C(C=C(C1OC)OC)CCN(C(C(CC)O)CC)C (4-[[2-(3,4,5-Trimethoxyphenyl)ethyl](methyl)amino]hexan-3-ol). As a reaction SMILES: [CH3:1][NH:2][CH2:3][CH2:4][C:5]1[CH:10]=[C:9](OC)[C:8]([O:13][CH3:14])=[C:7]([O:15][CH3:16])[CH:6]=1.[CH2:17]([CH:19]1[CH:21]([CH2:22][CH3:23])[O:20]1)[CH3:18].[CH3:24][OH:25]>>[CH3:24][O:25][C:9]1[CH:10]=[C:5]([CH2:4][CH2:3][N:2]([CH3:1])[CH:21]([CH2:22][CH3:23])[CH:19]([OH:20])[CH2:17][CH3:18])[CH:6]=[C:7]([O:15][CH3:16])[C:8]=1[O:13][CH3:14]. Reported procedure: Combine 22.5 g (0.1 mol) of N-methyl-3,4,5-trimethoxybenzeneethanamine and 10 g (0.1 mol) of 2,3-diethyloxirane in 150 mL of 90% aqueous methanol. Heat the reaction at 50° C. and follow the progress of the reaction by thin-layer chromatography. At the completion of the reaction remove the solvent in vacuo and chromatograph the residue on silica gel to obtain the title compound.